From a dataset of the Open Reaction Database (ORD), a public repository of structured organic reaction records. describe an organic reaction: reactants, conditions, products, and yield As a reaction SMILES: Cl[C:2]1[N:7]=[N:6][C:5]([C:8]([NH2:10])=[O:9])=[C:4]([NH:11][C:12]2[CH:17]=[CH:16][CH:15]=[C:14]([O:18][CH2:19][CH3:20])[N:13]=2)[CH:3]=1.[NH2:21][C@@H:22]1[CH2:27][CH2:26][CH2:25][CH2:24][C@@H:23]1[NH:28][C:29](=[O:35])[O:30][C:31]([CH3:34])([CH3:33])[CH3:32]>CN1C(=O)CCC1>[C:8]([C:5]1[N:6]=[N:7][C:2]([NH:21][C@@H:22]2[CH2:27][CH2:26][CH2:25][CH2:24][C@@H:23]2[NH:28][C:29](=[O:35])[O:30][C:31]([CH3:33])([CH3:32])[CH3:34])=[CH:3][C:4]=1[NH:11][C:12]1[CH:17]=[CH:16][CH:15]=[C:14]([O:18][CH2:19][CH3:20])[N:13]=1)(=[O:9])[NH2:10]. Reaction conditions: temperature 140 celsius, time 48 hour. Starting materials: ClC1=CC(=C(N=N1)C(=O)N)NC1=NC(=CC=C1)OCC (6-Chloro-4-(6-ethoxypyridin-2-ylamino)pyridazine-3-carboxamide), N[C@H]1[C@H](CCCC1)NC(OC(C)(C)C)=O (tert-butyl (1S,2R)-2-aminocyclohexylcarbamate), N[C@H]1[C@H](CCCC1)NC(OC(C)(C)C)=O (tert-butyl (1S,2R)-2-aminocyclohexylcarbamate). Procedure: 6-Chloro-4-(6-ethoxypyridin-2-ylamino)pyridazine-3-carboxamide (33 mg, 112 μmol) and tert-butyl (1S,2R)-2-aminocyclohexylcarbamate (50 mg, 233 μmol) were combined in NMP (2 mL) and stirred at 140° C. for 48 h. A second portion of tert-butyl (1S,2R)-2-aminocyclohexylcarbamate (50 mg, 233 μmol) was added and the reaction was stirred at 140° C. for 96 h, then cooled to room temperature and concentrated in vacuo. The residue obtained was partitioned between water and EtOAc. The aqueous layer was ext... The solvent is CN1CCCC1=O (NMP). The yield is 45.9%. Yields the product C(N)(=O)C1=C(C=C(N=N1)N[C@H]1[C@H](CCCC1)NC(OC(C)(C)C)=O)NC1=NC(=CC=C1)OCC (tert-butyl (1S,2R)-2-(6-carbamoyl-5-(6-ethoxypyridin-2-ylamino)pyridazin-3-ylamino)cyclohexylcarbamate). Reactants: ClCCl, COCC(=O)Cl, CNc1cccc(N)c1C#N, O, c1ccncc1. The product is CNc1cccc(NC(=O)COC)c1C#N. RXN SMILES: [CH2:25]([Cl:26])[Cl:27].[CH3:18][O:19][CH2:20][C:21](=[O:22])[Cl:23].[NH2:1][c:2]1[c:3]([C:4]#[N:5])[c:6]([NH:10][CH3:11])[cH:7][cH:8][cH:9]1.[OH2:24].[cH:12]1[cH:13][cH:14][n:15][cH:16][cH:17]1>>[NH:1]([c:2]1[c:3]([C:4]#[N:5])[c:6]([NH:10][CH3:11])[cH:7][cH:8][cH:9]1)[C:21]([CH2:20][O:19][CH3:18])=[O:22]. Starting materials: CCCN(C)C(=O)c1cc(C(=O)OCC)cc(-c2nc(C)no2)c1, C1CCOC1, Cl, [Li+], [OH-]. The product is CCCN(C)C(=O)c1cc(C(=O)O)cc(-c2nc(C)no2)c1. RXN SMILES: [CH2:1]([CH3:2])[O:3][C:4]([c:5]1[cH:6][c:7]([C:8](=[O:9])[N:10]([CH2:11][CH2:12][CH3:13])[CH3:14])[cH:15][c:16](-[c:18]2[n:19][c:20]([CH3:23])[n:21][o:22]2)[cH:17]1)=[O:24].[CH2:28]1[O:29][CH2:30][CH2:31][CH2:32]1.[ClH:27].[Li+:25].[OH-:26]>>[O:3]=[C:4]([c:5]1[cH:6][c:7]([C:8](=[O:9])[N:10]([CH2:11][CH2:12][CH3:13])[CH3:14])[cH:15][c:16](-[c:18]2[n:19][c:20]([CH3:23])[n:21][o:22]2)[cH:17]1)[OH:24]. Yields the product CSC(C(=O)O)c1ccsc1. As a reaction SMILES: [CH3:1][S:2][CH:3]([C:4](=[O:5])[O:6][CH3:7])[c:8]1[cH:9][s:10][cH:11][cH:12]1.[CH3:21][O:22][CH2:23][CH2:24][O:25][CH3:26].[K+:14].[OH-:13].[OH2:15].[S:16](=[O:17])(=[O:18])([OH:19])[OH:20]>>[CH3:1][S:2][CH:3]([C:4](=[O:5])[OH:6])[c:8]1[cH:9][s:10][cH:11][cH:12]1. Starting materials: COC(=O)C(SC)c1ccsc1, COCCOC, [K+], [OH-], O, O=S(=O)(O)O. The yield is 73.6%. Yields the product C1(CC1)C(CO[C@@H]1CC[C@H](CC1)N1C=2N(C(=C(C1=O)CC1=CC=C(C=C1)C=1C(=CC=CC1)C#N)CCC)N=CN2)O (4′-({4-[trans-4-(2-cyclopropyl-2-hydroxyethoxy)cyclohexyl]-5-oxo-7-propyl-4,5-dihydro[1,2,4]triazolo[1,5-a]pyrimidin-6-yl}methyl)biphenyl-2-carbonitrile). Starting materials: [BH4-].[Na+] (sodium tetrahydroborate), C1(CC1)C(CO[C@@H]1CC[C@H](CC1)N1C=2N(C(=C(C1=O)CC1=CC=C(C=C1)C=1C(=CC=CC1)C#N)CCC)N=CN2)=O (4′-({4-[trans-4-(2-Cyclopropyl-2-oxoethoxy)cyclohexyl]-5-oxo-7-propyl-4,5-dihydro[1,2,4]triazolo[1,5-a]pyrimidin-6-yl}methyl)biphenyl-2-carbonitrile), [Cl-].[NH4+] (ammonium chloride). Procedure: 4′-({4-[trans-4-(2-Cyclopropyl-2-oxoethoxy)cyclohexyl]-5-oxo-7-propyl-4,5-dihydro[1,2,4]triazolo[1,5-a]pyrimidin-6-yl}methyl)biphenyl-2-carbonitrile (0.23 g) was dissolved in tetrahydrofuran (2 mL) and methanol (4 mL), sodium tetrahydroborate (0.027 g) was added at 0° C., and the mixture was stirred at 0° C. for 1 hr. Saturated aqueous ammonium chloride solution was added to the reaction mixture, the solvent was evaporated under reduced pressure, and the residue was extracted with ethyl acetate.... Reaction conditions: temperature 0 celsius, time 1 hour. RXN SMILES: [CH:1]1([C:4](=[O:41])[CH2:5][O:6][C@H:7]2[CH2:12][CH2:11][C@H:10]([N:13]3[C:18](=[O:19])[C:17]([CH2:20][C:21]4[CH:26]=[CH:25][C:24]([C:27]5[C:28]([C:33]#[N:34])=[CH:29][CH:30]=[CH:31][CH:32]=5)=[CH:23][CH:22]=4)=[C:16]([CH2:35][CH2:36][CH3:37])[N:15]4[N:38]=[CH:39][N:40]=[C:14]34)[CH2:9][CH2:8]2)[CH2:3][CH2:2]1.[BH4-].[Na+].[Cl-].[NH4+]>O1CCCC1.CO>[CH:1]1([CH:4]([OH:41])[CH2:5][O:6][C@H:7]2[CH2:8][CH2:9][C@H:10]([N:13]3[C:18](=[O:19])[C:17]([CH2:20][C:21]4[CH:22]=[CH:23][C:24]([C:27]5[C:28]([C:33]#[N:34])=[CH:29][CH:30]=[CH:31][CH:32]=5)=[CH:25][CH:26]=4)=[C:16]([CH2:35][CH2:36][CH3:37])[N:15]4[N:38]=[CH:39][N:40]=[C:14]34)[CH2:11][CH2:12]2)[CH2:2][CH2:3]1 |f:1.2,3.4|. Solvent: CO (methanol), O1CCCC1 (tetrahydrofuran). Reactants: C(C)(=O)C1=C(C(=C(OCC(COC2=C(C3=C(C(C=C(O3)C3=CC=C(C(=O)OCC)C=C3)=O)C=C2)CCC)O)C=C1)CCC)O (ethyl 4-(7-[3-(4-acetyl-3-hydroxy-2-propylphenoxy)-2-hydroxypropoxy]-4-oxo-8-propyl-4H-1-benzopyran-2-yl)benzoate), C([O-])([O-])=O.[Na+].[Na+] (sodium carbonate). The solvent is C(C)O (ethanol). The product is C(C)(=O)C1=C(C(=C(OCC(COC2=C(C3=C(C(C=C(O3)C3=CC=C(C(=O)O)C=C3)=O)C=C2)CCC)O)C=C1)CCC)O (4-(7-[3-(4-acetyl-3-hydroxy-2-propylphenoxy)-2-hydroxypropoxy] -4-oxo-8-propyl-4H-1-benzopyran-2-yl)benzoic acid). As a reaction SMILES: [C:1]([C:4]1[CH:40]=[CH:39][C:7]([O:8][CH2:9][CH:10]([OH:38])[CH2:11][O:12][C:13]2[CH:34]=[CH:33][C:16]3[C:17](=[O:32])[CH:18]=[C:19]([C:21]4[CH:31]=[CH:30][C:24]([C:25]([O:27]CC)=[O:26])=[CH:23][CH:22]=4)[O:20][C:15]=3[C:14]=2[CH2:35][CH2:36][CH3:37])=[C:6]([CH2:41][CH2:42][CH3:43])[C:5]=1[OH:44])(=[O:3])[CH3:2].C(=O)([O-])[O-].[Na+].[Na+]>C(O)C>[C:1]([C:4]1[CH:40]=[CH:39][C:7]([O:8][CH2:9][CH:10]([OH:38])[CH2:11][O:12][C:13]2[CH:34]=[CH:33][C:16]3[C:17](=[O:32])[CH:18]=[C:19]([C:21]4[CH:31]=[CH:30][C:24]([C:25]([OH:27])=[O:26])=[CH:23][CH:22]=4)[O:20][C:15]=3[C:14]=2[CH2:35][CH2:36][CH3:37])=[C:6]([CH2:41][CH2:42][CH3:43])[C:5]=1[OH:44])(=[O:3])[CH3:2] |f:1.2.3|. Reported procedure: This ester was hydrolysed by heating under reflux with 30 mls of 10% sodium carbonate solution and 30 mls of ethanol for one hour. The solution was acidified to give a solid which was crystallised from ethanol three times to give 1.4g of 4-(7-[3-(4-acetyl-3-hydroxy-2-propylphenoxy)-2-hydroxypropoxy] -4-oxo-8-propyl-4H-1-benzopyran-2-yl)benzoic acid, melting point, 204°-206°C.